This data is from the Open Reaction Database (ORD), a public repository of structured organic reaction records. The task is: describe an organic reaction: reactants, conditions, products, and yield Starting materials: BrC1=CC=C(C=C1)O (4-bromophenol), [H-].[Na+] (sodium hydride), BrC=1C2=C(S(C1C1=CC=C(C=C1)OC)=O)C=C(C=C2)OC (3-bromo-6-methoxy-2-(4-methoxyphenyl)benzo[b]thiophene 1-oxide). Run in CN(C)C=O (DMF). Run at time 10 minute. Yields the product BrC1=CC=C(OC=2C3=C(S(C2C2=CC=C(C=C2)OC)=O)C=C(C=C3)OC)C=C1 (3-(4-bromophenoxy)-6-methoxy-2-(4-methoxyphenyl)benzo[b]thiophene 1-oxide). Isolated yield 87.0%. As a reaction SMILES: [Br:1][C:2]1[CH:7]=[CH:6][C:5]([OH:8])=[CH:4][CH:3]=1.[H-].[Na+].Br[C:12]1[C:13]2[CH:29]=[CH:28][C:27]([O:30][CH3:31])=[CH:26][C:14]=2[S:15](=[O:25])[C:16]=1[C:17]1[CH:22]=[CH:21][C:20]([O:23][CH3:24])=[CH:19][CH:18]=1>CN(C=O)C>[Br:1][C:2]1[CH:7]=[CH:6][C:5]([O:8][C:12]2[C:13]3[CH:29]=[CH:28][C:27]([O:30][CH3:31])=[CH:26][C:14]=3[S:15](=[O:25])[C:16]=2[C:17]2[CH:22]=[CH:21][C:20]([O:23][CH3:24])=[CH:19][CH:18]=2)=[CH:4][CH:3]=1 |f:1.2|. Reported procedure: To a solution of 4-bromophenol (469 mg, 2.71 mmol) in DMF (3 mL) was added sodium hydride (60% suspension in oil, 108 mg, 2.71 mmol), the resulting mixture was allowed to stir for 10 min at room temperature. To the solution was added 3-bromo-6-methoxy-2-(4-methoxyphenyl)benzo[b]thiophene 1-oxide (900 mg, 2.46 mmol) as a solid. The reaction was heated to 80° C. for 18 h. Upon completing the reaction was cooled to room temperature, quenched with water and diluted with DCM. The organic phase was co...